This data is from the Open Reaction Database (ORD), a public repository of structured organic reaction records. The task is: describe an organic reaction: reactants, conditions, products, and yield Starting materials: CC(C)(C)[Si](C)(C)Cl, CN(C)C=O, O, OC1CCC(c2ccc(F)cc2)O1, c1c[nH]cn1. Yields the product CC(C)(C)[Si](C)(C)OC1CCC(c2ccc(F)cc2)O1. As a reaction SMILES: [C:14]([CH3:15])([CH3:16])([CH3:17])[Si:18]([CH3:19])([CH3:20])[Cl:21].[O:28]=[CH:29][N:30]([CH3:31])[CH3:32].[OH2:27].[OH:1][CH:2]1[O:3][CH:4]([c:7]2[cH:8][cH:9][c:10]([F:13])[cH:11][cH:12]2)[CH2:5][CH2:6]1.[nH:22]1[cH:23][cH:24][n:25][cH:26]1>>[O:1]([CH:2]1[O:3][CH:4]([c:7]2[cH:8][cH:9][c:10]([F:13])[cH:11][cH:12]2)[CH2:5][CH2:6]1)[Si:18]([C:14]([CH3:15])([CH3:16])[CH3:17])([CH3:19])[CH3:20]. Starting materials: C(C)(=O)[O-].[Na+] (sodium acetate), C(=O)(O)COCC(=O)CNC=1C=C2C(/C(/N(C2=CC1)CCCS(=O)(=O)[O-])=C/C=C/C=C/1\S(C2=C(C1=O)C=CC=C2)(=O)=O)(C)C.[Na+] (Sodium 3-{(2Z)-5-{[(Carboxymethoxy)acetyl]methylamino}-2-[(2E,4Z)-4-(1,1-dioxido-3-oxo-1-benzothien-2(3H)-ylidene)but-2-enylidene]-3,3-dimethyl-2,3-dihydro-1H-indol-1-yl}propane-1-sulfonate), C(=O)(O)COCC(=O)N(C1=CC2=C(N(/C(/S2)=C/C=C/C=C/2\S(C3=C(C2=O)C=CC=C3)(=O)=O)CCCS(=O)(=O)[O-])C=C1)C.[Na+] (Sodium 3-{(2Z)-6-{[(Carboxymethoxy)acetyl]-methylamino}-2-[(2E,4Z)-4-(1,1-dioxido-3-oxo-1-benzothien-2(3H)-ylidene)but-2-enylidene]-1,3-benzothiazol-3(2H)-yl}propane-1-sulfonate), CO/C=C/C=C\1/S(C2=C(C1=O)C=CC=C2)(=O)=O ((2E)-2-[(2E)-3-Methoxyprop-2-enylidene]-1-benzothiophen-3(2H)-one 1,1-Dioxide). Procedure details: Sodium 3-{(2Z)-5-{[(Carboxymethoxy)acetyl]methylamino}-2-[(2E,4Z)-4-(1,1-dioxido-3-oxo-1-benzothien-2(3H)-ylidene)but-2-enylidene]-3,3-dimethyl-2,3-dihydro-1H-indol-1-yl}propane-1-sulfonate (24) and Sodium 3-{(2Z)-6-{[(Carboxymethoxy)acetyl]-methylamino}-2-[(2E,4Z)-4-(1,1-dioxido-3-oxo-1-benzothien-2(3H)-ylidene)but-2-enylidene]-1,3-benzothiazol-3(2H)-yl}propane-1-sulfonate (25). A mixture of the quaternary salt (22 or 23, 0.5 mmol) and enol ether 9 (0.625 g, 2.50 mmol) in 20 mL of a chloroforma... Run at temperature 60 celsius, time 24 hour. RXN SMILES: C(COCC(CNC1C=C2C(=CC=1)N(CCCS([O-])(=O)=O)/C(=C\C=C\C=C1/S(=O)(=O)C3C=CC=CC=3C/1=O)/C2(C)C)=O)(O)=O.[Na+].[C:46]([CH2:49][O:50][CH2:51][C:52]([N:54]([CH3:87])[C:55]1[CH:86]=[CH:85][C:58]2[N:59]([CH2:78][CH2:79][CH2:80][S:81]([O-:84])(=[O:83])=[O:82])/[C:60](=[CH:62]/C=C/C=C3\S(=O)(=O)C4C=CC=CC=4C\3=O)/[S:61][C:57]=2[CH:56]=1)=[O:53])([OH:48])=[O:47].[Na+].CO/C=C/C=C1/S(=O)(=O)C2C=CC=CC=2C/1=O.C([O-])(=O)C.[Na+]>C(O)(=O)C>[C:46]([CH2:49][O:50][CH2:51][C:52]([N:54]([CH3:87])[C:55]1[CH:86]=[CH:85][C:58]2[N+:59]([CH2:78][CH2:79][CH2:80][S:81]([O-:84])(=[O:82])=[O:83])=[C:60]([CH3:62])[S:61][C:57]=2[CH:56]=1)=[O:53])([OH:48])=[O:47] |f:0.1,2.3,5.6|. The product is C(=O)(O)COCC(=O)N(C1=CC2=C([N+](=C(S2)C)CCCS(=O)(=O)[O-])C=C1)C (3-{6-[[(Carboxymethoxy)acetyl](methyl)amino]-2-methyl-1,3-benzothiazol-3-ium-3-yl}propane-1-sulfonate). Solvent: C(C)(=O)O (acetic acid), chloroformacetic acid.